This data is from the Open Reaction Database (ORD), a public repository of structured organic reaction records. The task is: describe an organic reaction: reactants, conditions, products, and yield The reactants are CCOC(=O)CC(=O)OC(C)(C)C, ClCCl, [H-], [Na+], [Na+], CN(C)C=O, O=S(=O)([O-])O, CSc1ncc(C(=O)n2nnc3ccccc32)c(NC2CCCCC2)n1. The product is CCOC(=O)CC(=O)c1cnc(SC)nc1NC1CCCCC1. RXN SMILES: [C:29]([CH2:30][C:31](=[O:32])[O:33][CH2:34][CH3:35])([O:36][C:37]([CH3:38])([CH3:39])[CH3:40])=[O:41].[Cl:53][CH2:54][Cl:55].[H-:1].[Na+:2].[Na+:47].[O:48]=[CH:49][N:50]([CH3:51])[CH3:52].[S:42](=[O:43])(=[O:44])([OH:45])[O-:46].[n:3]1([C:12](=[O:13])[c:14]2[c:15]([NH:22][CH:23]3[CH2:24][CH2:25][CH2:26][CH2:27][CH2:28]3)[n:16][c:17]([S:20][CH3:21])[n:18][cH:19]2)[c:4]2[cH:5][cH:6][cH:7][cH:8][c:9]2[n:10][n:11]1>>[C:12](=[O:13])([c:14]1[c:15]([NH:22][CH:23]2[CH2:24][CH2:25][CH2:26][CH2:27][CH2:28]2)[n:16][c:17]([S:20][CH3:21])[n:18][cH:19]1)[CH2:30][C:31](=[O:32])[O:33][CH2:34][CH3:35].